From a dataset of the Open Reaction Database (ORD), a public repository of structured organic reaction records. describe an organic reaction: reactants, conditions, products, and yield The reactants are C1(=CC=CC=C1)CC(CNC(CCC1=C(C=CC=C1)OC)=O)NC(C1=CC=CC=C1)(C1=CC=CC=C1)C1=CC=CC=C1 (1-phenyl-2-(tritylamino)-3-[N-(2-methoxybenzyl)acetylamino]propane), C(=O)O (Formic acid). The solvent is C(Cl)Cl (methylene chloride). Reaction conditions: temperature 0 celsius, time 2.5 hour. Yields the product COC1=C(CN2C(=NC(C2)CC2=CC=CC=C2)C)C=CC=C1 (1-(2-methoxybenzyl)-2-methyl-4-benzyl-2-imidazoline). RXN SMILES: [C:1]1([CH2:7][CH:8]([NH:23][C:24]([C:37]2C=CC=CC=2)(C2C=CC=CC=2)C2C=CC=CC=2)[CH2:9][NH:10][C:11](=O)[CH2:12][CH2:13][C:14]2[CH:19]=[CH:18][CH:17]=CC=2OC)[CH:6]=[CH:5][CH:4]=[CH:3][CH:2]=1.[CH:43](O)=[O:44]>C(Cl)Cl>[CH3:43][O:44][C:17]1[CH:18]=[CH:19][CH:14]=[CH:13][C:12]=1[CH2:11][N:10]1[CH2:9][CH:8]([CH2:7][C:1]2[CH:2]=[CH:3][CH:4]=[CH:5][CH:6]=2)[N:23]=[C:24]1[CH3:37]. Procedure details: The intermediate 1-phenyl-2-(tritylamino)-3-[N-(2-methoxybenzyl)acetylamino]propane (8.0 g, 14.4 mmol), prepared as described in Preparation 3, supra, was dissolved in 250 ml of methylene chloride and then cooled to 0° C. under a nitrogen atmosphere. Formic acid (5.5 ml, 144.0 mmol) was then added to the reaction solution and the resulting mixture was then warmed to room temperature. The reaction mixture was then stirred for about 2.5 hours. The progress of the reaction was monitored by thin lay...